From a dataset of the Open Reaction Database (ORD), a public repository of structured organic reaction records. describe an organic reaction: reactants, conditions, products, and yield Reactants: FC=1C=C(C(=O)CNC2=C(C=CC(=C2)OC)C2CC=3C=CC(=CC3CC2)OC(C(C)(C)C)=O)C=CC1O (pivalic acid 6-{2-[(3-fluoro-4-hydroxybenzoyl)methylamino]-4-methoxyphenyl}-5,6,7,8-tetrahydronaphthalen-2-yl ester), BrCC(=O)N1CC(CCC1)(C)C (2-bromo-1-(3,3-dimethylpiperidin-1-yl)ethanone). The product is CC1(CN(CCC1)CCOC1=C(C=C(CCNC2=C(C=CC(=C2)OC)C2CC=3C=CC(=CC3CC2)O)C=C1)F)C (6-{2-{{4-[2-(3,3-Dimethylpiperidin-1-yl)ethoxy]-3-fluorobenzyl}methylamino}-4-methoxyphenyl}-5,6,7,8-tetrahydronaphthalen-2-ol). Yield: 50.9%. Reaction SMILES: [F:1][C:2]1[CH:3]=[C:4]([CH:34]=[CH:35][C:36]=1[OH:37])[C:5]([CH2:7][NH:8][C:9]1[CH:14]=[C:13]([O:15][CH3:16])[CH:12]=[CH:11][C:10]=1[CH:17]1[CH2:26][CH2:25][C:24]2[CH:23]=[C:22]([O:27]C(=O)C(C)(C)C)[CH:21]=[CH:20][C:19]=2[CH2:18]1)=O.Br[CH2:39][C:40]([N:42]1[CH2:47][CH2:46][CH2:45][C:44]([CH3:49])([CH3:48])[CH2:43]1)=O>>[CH3:48][C:44]1([CH3:49])[CH2:45][CH2:46][CH2:47][N:42]([CH2:40][CH2:39][O:37][C:36]2[CH:35]=[CH:34][C:4]([CH2:5][CH2:7][NH:8][C:9]3[CH:14]=[C:13]([O:15][CH3:16])[CH:12]=[CH:11][C:10]=3[CH:17]3[CH2:26][CH2:25][C:24]4[CH:23]=[C:22]([OH:27])[CH:21]=[CH:20][C:19]=4[CH2:18]3)=[CH:3][C:2]=2[F:1])[CH2:43]1. Reported procedure: Synthesized from pivalic acid 6-{2-[(3-fluoro-4-hydroxybenzoyl)methylamino]-4-methoxyphenyl}-5,6,7,8-tetrahydronaphthalen-2-yl ester (20 mg) and 2-bromo-1-(3,3-dimethylpiperidin-1-yl)ethanone (19 mg) according to an analogous synthetic method to Example 404 and purified by LC-MS, the title compound (11 mg) was obtained. Reactants: FC1=CC=C(C=C1)CC1=CN=C2C(=C(C(N(C2=C1)CCCN1C(CCCCC1)=O)=O)C(=O)OCC)O (ethyl 7-[(4-fluorophenyl)methyl]-4-hydroxy-2-oxo-1-[3-(2-oxohexahydro-1H-azepin-1-yl)propyl]-1,2-dihydro-1,5-naphthyridine-3-carboxylate), N[C@H](CO)C ((2S)-2-amino-1-propanol). The product is FC1=CC=C(C=C1)CC1=CN=C2C(=C(C(N(C2=C1)CCCN1C(CCCCC1)=O)=O)C(=O)N[C@H](CO)C)O (7-[(4-fluorophenyl)methyl]-4-hydroxy-N-[(1S)-2-hydroxy-1-methylethyl]-2-oxo-1-[3-(2-oxohexahydro-1H-azepin-1-yl)propyl]-1,2-dihydro-1,5-naphthyridine-3-carboxamide). Reported procedure: This compound was prepared from ethyl 7-[(4-fluorophenyl)methyl]-4-hydroxy-2-oxo-1-[3-(2-oxohexahydro-1H-azepin-1-yl)propyl]-1,2-dihydro-1,5-naphthyridine-3-carboxylate and (2S)-2-amino-1-propanol using methods similar to Example 563 to provide an off-white solid: 1H NMR (300 MHz, DMSO-d6) δ ppm 1.19 (d, J=6.53 Hz, 3 H), 1.47-1.58 (m, 4 H), 1.61-1.74 (m, 4 H), 2.41 (d, J=11.58 Hz, 2 H), 3.38 (t, J=6.95 Hz, 4 H), 3.48 (t, J=5.05 Hz, 2 H), 3.97-4.12 (m, 1 H), 4.15-4.27 (m, 4 H), 4.98-5.02 (m, 1 H)... As a reaction SMILES: [F:1][C:2]1[CH:7]=[CH:6][C:5]([CH2:8][C:9]2[CH:18]=[C:17]3[C:12]([C:13]([OH:36])=[C:14]([C:31](OCC)=[O:32])[C:15](=[O:30])[N:16]3[CH2:19][CH2:20][CH2:21][N:22]3[CH2:28][CH2:27][CH2:26][CH2:25][CH2:24][C:23]3=[O:29])=[N:11][CH:10]=2)=[CH:4][CH:3]=1.[NH2:37][C@@H:38]([CH3:41])[CH2:39][OH:40]>>[F:1][C:2]1[CH:7]=[CH:6][C:5]([CH2:8][C:9]2[CH:18]=[C:17]3[C:12]([C:13]([OH:36])=[C:14]([C:31]([NH:37][C@@H:38]([CH3:41])[CH2:39][OH:40])=[O:32])[C:15](=[O:30])[N:16]3[CH2:19][CH2:20][CH2:21][N:22]3[CH2:28][CH2:27][CH2:26][CH2:25][CH2:24][C:23]3=[O:29])=[N:11][CH:10]=2)=[CH:4][CH:3]=1. The reactants are OC/C=C/C1(CCOCC1)OC (4-(3-hydroxy-trans-prop-1-enyl)-4-methoxy-tetrahydropyran), carboxylic acid, CC(=O)C.OS(=O)(=O)O.O=[Cr](=O)=O (Jones reagent). Run in CC(=O)C (acetone). Yields the product COC1(CCOCC1)/C=C/C(=O)O (3-(4-methoxytetrahydropyran-4-yl)-trans-propenoic acid). RXN SMILES: [OH:1][CH2:2]/[CH:3]=[CH:4]/[C:5]1([O:11][CH3:12])[CH2:10][CH2:9][O:8][CH2:7][CH2:6]1.CC(C)=[O:15].OS(O)(=O)=O.O=[Cr](=O)=O>CC(C)=O>[CH3:12][O:11][C:5]1(/[CH:4]=[CH:3]/[C:2]([OH:15])=[O:1])[CH2:6][CH2:7][O:8][CH2:9][CH2:10]1 |f:1.2.3|. Reported procedure: 4-(3-hydroxy-trans-prop-1-enyl)-4-methoxy-tetrahydropyran (175 mg, 1.02 mmol), prepared as in Example 1, steps 1-3, was oxidized to the corresponding carboxylic acid by treatment with a slight excess of Jones reagent in cold acetone.